Dataset: the Open Reaction Database (ORD), a public repository of structured organic reaction records. Task: describe an organic reaction: reactants, conditions, products, and yield The reactants are C(C)(C)NC(C)C (diisopropyl amine), C(CCC)[Li] (n-butyllithium), C1CCOC1 (THF), C1CCOC1 (THF), Schiff base. Yields the product C(C)(C)N (isopropylamine), C(C)(=O)C=1C=NC=CC1 (3-acetylpyridine). RXN SMILES: [CH:1]([NH:4][CH:5](C)C)([CH3:3])[CH3:2].[CH2:8]([Li])CCC.[CH2:13]1[CH2:17][O:16][CH2:15][CH2:14]1>>[CH:1]([NH2:4])([CH3:3])[CH3:2].[C:17]([C:13]1[CH:1]=[N:4][CH:5]=[CH:15][CH:14]=1)(=[O:16])[CH3:8]. Procedure details: A solution of diisopropyl amine (1.05 ml, 10.39 mmol) in dry THF(25 ml) was added to n-butyllithium (6.4 ml, 1.6 M solution in THF) at 0° C.; this mixture is then added to a stirred suspension of the Schiff base obtained from the reaction of isopropylamine with 3-acetylpyridine [De Kimpe et al., Tetrahedron Lett., 34, 4693-4696, 1993 ] (1 g, 6.1 mmol) in dry THF (20 ml) at 0° C. LDA is added to the mixture through a cannula, and the reaction is stirred for 45 mins at 0° C. Tetrahydropyran-4-meth... Starting materials: O=C([O-])[O-], CN(C)C=O, CC(=O)Nc1cc(F)c([N+](=O)[O-])cc1F, [K+], [K+], O, Oc1ccccc1O. Yields the product CC(=O)Nc1cc(Oc2ccccc2O)c([N+](=O)[O-])cc1F. RXN SMILES: [C:9](=[O:10])([O-:11])[O-:12].[CH3:15][N:16]([CH3:17])[CH:18]=[O:19].[F:20][c:21]1[c:22]([NH:31][C:32]([CH3:33])=[O:34])[cH:23][c:24]([F:30])[c:25]([N+:27](=[O:28])[O-:29])[cH:26]1.[K+:13].[K+:14].[OH2:35].[OH:1][c:2]1[cH:3][cH:4][cH:5][cH:6][c:7]1[OH:8]>>[O:1]([c:2]1[cH:3][cH:4][cH:5][cH:6][c:7]1[OH:8])[c:24]1[cH:23][c:22]([NH:31][C:32]([CH3:33])=[O:34])[c:21]([F:20])[cH:26][c:25]1[N+:27](=[O:28])[O-:29]. Reactants: Cc1nc2c(C3=NC(C)(C(C)C)C(=O)N3)c(C(=O)O)ccc2n1C, C(=NC1CCCCC1)=NC1CCCCC1, C1CCOC1. Yields the product Cc1nc2c3c(ccc2n1C)C(=O)N1C(=O)C(C)(C(C)C)N=C31. As a reaction SMILES: [CH:1]([CH3:2])([CH3:3])[C:4]1([CH3:24])[N:5]=[C:6]([c:10]2[c:11]([C:21](=[O:22])[OH:23])[cH:12][cH:13][c:14]3[n:15]([CH3:20])[c:16]([CH3:19])[n:17][c:18]23)[NH:7][C:8]1=[O:9].[CH:25]1([N:26]=[C:27]=[N:28][CH:29]2[CH2:30][CH2:31][CH2:32][CH2:33][CH2:34]2)[CH2:35][CH2:36][CH2:37][CH2:38][CH2:39]1.[O:40]1[CH2:41][CH2:42][CH2:43][CH2:44]1>>[CH:1]([CH3:2])([CH3:3])[C:4]1([CH3:24])[N:5]=[C:6]2[N:7]([C:8]1=[O:9])[C:21](=[O:23])[c:11]1[c:10]2[c:18]2[c:14]([cH:13][cH:12]1)[n:15]([CH3:20])[c:16]([CH3:19])[n:17]2. Starting materials: O=C1C=C(OC=C1OCC1=CC=CC=C1)C(=O)O (4-oxo-5-(phenylmethoxy)-4H-pyran-2-carboxylic acid), Cl (hydrochloric acid), [OH-].[NH4+] (ammonium hydroxide), [OH-].[NH4+] (ammonium hydroxide). Conditions: time 3 hour. Yields the product O=C1C=C(NC=C1OCC1=CC=CC=C1)C(=O)O (1,4-Dihydro-4-oxo-5-(phenylmethoxy)-2-pyridinecarboxylic acid). Reaction SMILES: [O:1]=[C:2]1[C:7]([O:8][CH2:9][C:10]2[CH:15]=[CH:14][CH:13]=[CH:12][CH:11]=2)=[CH:6]O[C:4]([C:16]([OH:18])=[O:17])=[CH:3]1.[OH-].[NH4+:20].Cl>>[O:1]=[C:2]1[C:7]([O:8][CH2:9][C:10]2[CH:15]=[CH:14][CH:13]=[CH:12][CH:11]=2)=[CH:6][NH:20][C:4]([C:16]([OH:18])=[O:17])=[CH:3]1 |f:1.2|. Procedure: 300 g (1.22 mol) of 4-oxo-5-(phenylmethoxy)-4H-pyran-2-carboxylic acid was put into a flask and 5 l of 33% ammonium hydroxide was carefully added with stirring. The reaction mixture was then stirred under reflux. After 3 hours, one additional liter of 33% ammonium hydroxide was added slowly. Stirring was continued for further 2 hours under reflux. The reaction solution was then evaporated until the product crystallized. The product was transferred back into the reaction flask and water added unt... Starting materials: N#CCBr, COc1cc(OCC(=O)O)c2c3c(n(Cc4ccccc4)c2c1)CCCC3C(N)=O, CN(C)C=O, CCOC(C)=O, [H-], [Na+], [Na], C1CCOC1. Product: COc1cc(OCC#N)c2c3c(n(Cc4ccccc4)c2c1)CCCC3C(N)=O. Reaction SMILES: [Br:39][CH2:40][C:41]#[N:42].[CH2:2]([c:3]1[cH:4][cH:5][cH:6][cH:7][cH:8]1)[n:9]1[c:10]2[cH:11][c:12]([O:30][CH3:31])[cH:13][c:14]([O:25][CH2:26][C:27]([OH:28])=[O:29])[c:15]2[c:16]2[c:21]1[CH2:20][CH2:19][CH2:18][CH:17]2[C:22]([NH2:23])=[O:24].[CH3:32][N:33]([CH3:34])[CH:35]=[O:36].[CH3:43][CH2:44][O:45][C:46](=[O:47])[CH3:48].[H-:37].[Na+:38].[Na:1].[O:49]1[CH2:50][CH2:51][CH2:52][CH2:53]1>>[CH2:2]([c:3]1[cH:4][cH:5][cH:6][cH:7][cH:8]1)[n:9]1[c:10]2[cH:11][c:12]([O:30][CH3:31])[cH:13][c:14]([O:25][CH2:26][C:27]#[N:33])[c:15]2[c:16]2[c:21]1[CH2:20][CH2:19][CH2:18][CH:17]2[C:22]([NH2:23])=[O:24]. Reactants: O=C([O-])O, CCOC(C)=O, CO, [Na+], Cl[Sn]Cl, O=[N+]([O-])c1cnc2[nH]nc(-c3ccccn3)c2c1. Product: Nc1cnc2[nH]nc(-c3ccccn3)c2c1. Reaction SMILES: [C:22](=[O:23])([OH:24])[O-:25].[CH3:27][CH2:28][O:29][C:30](=[O:31])[CH3:32].[CH3:33][OH:34].[Na+:26].[Sn:19]([Cl:20])[Cl:21].[n:1]1[c:2](-[c:7]2[n:8][nH:9][c:10]3[n:11][cH:12][c:13]([N+:16]([O-:17])=[O:18])[cH:14][c:15]23)[cH:3][cH:4][cH:5][cH:6]1>>[n:1]1[c:2](-[c:7]2[n:8][nH:9][c:10]3[n:11][cH:12][c:13]([NH2:16])[cH:14][c:15]23)[cH:3][cH:4][cH:5][cH:6]1. Starting materials: C[Si](C)(C)C(F)(F)F, ClCCl, Cl, [Cs+], [F-], CCOC(=O)c1cn(Cc2ccc(-n3cc(C=O)cn3)cc2)c2cccc(F)c2c1=O. Yields the product CCOC(=O)c1cn(Cc2ccc(-n3cc(C(O)C(F)(F)F)cn3)cc2)c2cccc(F)c2c1=O. As a reaction SMILES: [CH3:32][Si:33]([C:34]([F:35])([F:36])[F:37])([CH3:38])[CH3:39].[Cl:43][CH2:44][Cl:45].[ClH:42].[Cs+:41].[F-:40].[F:1][c:2]1[c:3]2[c:4](=[O:31])[c:5]([C:26](=[O:27])[O:28][CH2:29][CH3:30])[cH:6][n:7]([CH2:12][c:13]3[cH:14][cH:15][c:16](-[n:19]4[n:20][cH:21][c:22]([CH:24]=[O:25])[cH:23]4)[cH:17][cH:18]3)[c:8]2[cH:9][cH:10][cH:11]1>>[F:1][c:2]1[c:3]2[c:4](=[O:31])[c:5]([C:26](=[O:27])[O:28][CH2:29][CH3:30])[cH:6][n:7]([CH2:12][c:13]3[cH:14][cH:15][c:16](-[n:19]4[n:20][cH:21][c:22]([CH:24]([OH:25])[C:34]([F:35])([F:36])[F:37])[cH:23]4)[cH:17][cH:18]3)[c:8]2[cH:9][cH:10][cH:11]1.